This data is from the Open Reaction Database (ORD), a public repository of structured organic reaction records. The task is: describe an organic reaction: reactants, conditions, products, and yield Reactants: C(C)OC(C(CC=1C=NC(=C(C1)C)N(C(=O)OC(C)(C)C)C(=O)OC(C)(C)C)(C)CSC(C)=O)=O (2-acetylsulfanylmethyl-3-(6-[N,N-bis(tert-butoxycarbonyl)amino]-5-methyl-pyridin-3-yl)-2-methyl-propionic acid ethyl ester). Solvent: C(=O)(C(F)(F)F)O (TFA). Run at time 60 minute. Yields the product C(C)OC(C(CC=1C=NC(=C(C1)C)N)(C)CSC(C)=O)=O (2-acetylsulfanylmethyl-3-(6-amino-5-methyl-pyridin-3-yl)-2-methyl-propionic acid ethyl ester). Yield: 78.4%. As a reaction SMILES: [CH2:1]([O:3][C:4](=[O:35])[C:5]([CH2:30][S:31][C:32](=[O:34])[CH3:33])([CH3:29])[CH2:6][C:7]1[CH:8]=[N:9][C:10]([N:14](C(OC(C)(C)C)=O)C(OC(C)(C)C)=O)=[C:11]([CH3:13])[CH:12]=1)[CH3:2]>C(O)(C(F)(F)F)=O>[CH2:1]([O:3][C:4](=[O:35])[C:5]([CH2:30][S:31][C:32](=[O:34])[CH3:33])([CH3:29])[CH2:6][C:7]1[CH:8]=[N:9][C:10]([NH2:14])=[C:11]([CH3:13])[CH:12]=1)[CH3:2]. Procedure details: Crude 2-acetylsulfanylmethyl-3-(6-[N,N-bis(tert-butoxycarbonyl)amino]-5-methyl-pyridin-3-yl)-2-methyl-propionic acid ethyl ester (1.46 g) was dissolved in TFA (5 mL) and stirred for 60 min. Concentration under reduced pressure followed by chromathography (toluene/EtOAc, 1:1→1:10→0:1) gave slightly impure 2-acetylsulfanylmethyl-3-(6-amino-5-methyl-pyridin-3-yl)-2-methyl-propionic acid ethyl ester (696 mg, 84%) Reactants: NC=1C=C2C(=CNC2=CC1)CCN(C)C (5-Amino-3-(2-dimethylaminoethyl)indole), FC1=C(C#N)C=CC=C1 (2-fluorobenzonitrile), N1=CC=CC=C1 (Pyridine), FC1=C(C#N)C=CC=C1 (2-fluorobenzonitrile). The product is CN(CCC1=CNC2=CC=C(C=C12)NC1=C(C=CC=C1)C#N)C (3-(2-Dimethylaminoethyl)-5-(2-cyanophenylamino)-1H-indole). The yield is 2.0%. As a reaction SMILES: [NH2:1][C:2]1[CH:3]=[C:4]2[C:8](=[CH:9][CH:10]=1)[NH:7][CH:6]=[C:5]2[CH2:11][CH2:12][N:13]([CH3:15])[CH3:14].N1C=CC=CC=1.F[C:23]1[CH:30]=[CH:29][CH:28]=[CH:27][C:24]=1[C:25]#[N:26]>>[CH3:15][N:13]([CH3:14])[CH2:12][CH2:11][C:5]1[C:4]2[C:8](=[CH:9][CH:10]=[C:2]([NH:1][C:23]3[CH:30]=[CH:29][CH:28]=[CH:27][C:24]=3[C:25]#[N:26])[CH:3]=2)[NH:7][CH:6]=1. Reported procedure: 5-Amino-3-(2-dimethylaminoethyl)indole and 2-fluorobenzonitrile were used. Pyridine was used as base, 2-fluorobenzonitrile was used as solvent, and the reaction was stirred at reflux for 8 hours. Chromatography afforded the title compound (2%) as a clear, pale brown oil: 1H NMR (CD3OD) δ7.43 (dd, J=7.7 and 1.5 Hz, 1H), 7.38 (d, J=1.9 Hz, 1H), 7.34 (d, J=8.6 Hz, 1H), 7.30-7.23 (m, 1H), 7.07 (s, 1H) 6.97 (dd, J=8.6 and 1.9 Hz, 1H), 6.85 (d, J=8.5 Hz, 1H), 6.73-6.67 (m, 1H), 4.91 (s, 2H), 2.92-2.86... Reactants: Cc1nc2ccccc2c(=O)n1-c1ccc(Cl)cc1, O=C(Cl)CCl, C1CCOC1. The product is O=C(CCl)Cc1nc2ccccc2c(=O)n1-c1ccc(Cl)cc1. Reaction SMILES: [Cl:1][c:2]1[cH:3][cH:4][c:5](-[n:8]2[c:9]([CH3:19])[n:10][c:11]3[cH:12][cH:13][cH:14][cH:15][c:16]3[c:17]2=[O:18])[cH:6][cH:7]1.[Cl:20][CH2:21][C:22](=[O:23])[Cl:24].[O:25]1[CH2:26][CH2:27][CH2:28][CH2:29]1>>[Cl:1][c:2]1[cH:3][cH:4][c:5](-[n:8]2[c:9]([CH2:19][C:22]([CH2:21][Cl:20])=[O:23])[n:10][c:11]3[cH:12][cH:13][cH:14][cH:15][c:16]3[c:17]2=[O:18])[cH:6][cH:7]1. The reactants are NC=1C(=C(C2=C(CC(O2)(C)CN2CCC(CC2)NC(C2=CC=CC=C2)C2=CC=CC=C2)C1C)C)C (1-[(5-Amino-2,3-dihydro-2,4,6,7-tetramethylbenzofuran-2-yl)methyl]-N-(diphenylmethyl)-4-piperidineamine), Cl (HCl). Run in C(C)O (ethanol). Yields the product Cl.Cl.Cl.NC=1C(=C(C2=C(CC(O2)(C)CN2CCC(CC2)NC(C2=CC=CC=C2)C2=CC=CC=C2)C1C)C)C (1-[(5-Amino-2,3-dihydro-2,4,6,7-tetramethylbenzofuran-2-yl)methyl]-N-(diphenylmethyl)-4-piperidinamine trihydrochloride). Isolated yield 87.0%. RXN SMILES: [NH2:1][C:2]1[C:3]([CH3:35])=[C:4]([CH3:34])[C:5]2[O:9][C:8]([CH2:11][N:12]3[CH2:17][CH2:16][CH:15]([NH:18][CH:19]([C:26]4[CH:31]=[CH:30][CH:29]=[CH:28][CH:27]=4)[C:20]4[CH:25]=[CH:24][CH:23]=[CH:22][CH:21]=4)[CH2:14][CH2:13]3)([CH3:10])[CH2:7][C:6]=2[C:32]=1[CH3:33].[ClH:36]>C(O)C>[ClH:36].[ClH:36].[ClH:36].[NH2:1][C:2]1[C:3]([CH3:35])=[C:4]([CH3:34])[C:5]2[O:9][C:8]([CH2:11][N:12]3[CH2:17][CH2:16][CH:15]([NH:18][CH:19]([C:20]4[CH:25]=[CH:24][CH:23]=[CH:22][CH:21]=4)[C:26]4[CH:27]=[CH:28][CH:29]=[CH:30][CH:31]=4)[CH2:14][CH2:13]3)([CH3:10])[CH2:7][C:6]=2[C:32]=1[CH3:33] |f:3.4.5.6|. Procedure details: 1-[(5-Amino-2,3-dihydro-2,4,6,7-tetramethylbenzofuran-2-yl)methyl]-N-(diphenylmethyl)-4-piperidineamine (2.2 g) was treated with 4N-HCl solution in ethanol and the resulting trihydrochloride was recrystallized from ethanol/diethyl ether to provide 2.5 g of the title compound. Yield 87%. Starting materials: FC(COC1=C(CO)C=C(C=C1)Cl)(F)F (2-(2,2,2-trifluoroethoxy)-5-chlorobenzyl alcohol), C1(=CC=CC=C1)P(=O)(C1=CC=CC=C1)N=[N+]=[N-] (diphenyl phosphoryl azide), C1CCC2=NCCCN2CC1 (DBU). The solvent is C1CCOC1 (THF). Product: FC(COC1=C(CN=[N+]=[N-])C=C(C=C1)Cl)(F)F (2-(2,2,2-Trifluoroethoxy)-5-chlorobenzyl azide). As a reaction SMILES: [F:1][C:2]([F:15])([F:14])[CH2:3][O:4][C:5]1[CH:12]=[CH:11][C:10]([Cl:13])=[CH:9][C:6]=1[CH2:7]O.C1(P([N:30]=[N+:31]=[N-:32])(C2C=CC=CC=2)=O)C=CC=CC=1.C1CCN2C(=NCCC2)CC1>C1COCC1>[F:1][C:2]([F:15])([F:14])[CH2:3][O:4][C:5]1[CH:12]=[CH:11][C:10]([Cl:13])=[CH:9][C:6]=1[CH2:7][N:30]=[N+:31]=[N-:32]. Reported procedure: To a solution of 2-(2,2,2-trifluoroethoxy)-5-chlorobenzyl alcohol (1.9 g, 7.9 mmol) in THF (20 mL) at 0° C. was added diphenyl phosphoryl azide (2.2 mL, 10.2 mmol) followed by DBU (1.5 mL, 10.0 mmol). The reaction mixture was allowed to warm to room temperature overnight following which the solvent was removed under reduced pressure. The residue was partitioned between ether and water and the organic layer dried over sodium sulfate. Filtration, concentration and purification by flash chromatogra... The reactants are O[Si]O.C=1C=CC=2C(C1)=C3NC2N=C4C=5C=CC=CC5C(=N4)N=C6C=7C=CC=CC7C(N6)=NC=8C=9C=CC=CC9C(=N3)N8 (dihydroxysilicon phthalocyanine), ClP(C1=CC=CC=C1)C1=CC=CC=C1 (chlorodiphenyl phosphine). The solvent is N1=CC=CC=C1 (pyridine), n-tributylamine. Run at temperature 100 celsius. The product is C=1C=CC=2C(C1)=C3NC2N=C4C=5C=CC=CC5C(=N4)N=C6C=7C=CC=CC7C(N6)=NC=8C=9C=CC=CC9C(=N3)N8 (phthalocyanine). As a reaction SMILES: O[Si]O.[CH:4]1[CH:5]=[CH:6][C:7]2[C:8](=[C:10]3[N:42]=[C:41]4[N:43]=[C:34]([C:35]5[CH:36]=[CH:37][CH:38]=[CH:39][C:40]=54)[N:33]=[C:31]4[NH:32][C:24]([C:25]5[CH:26]=[CH:27][CH:28]=[CH:29][C:30]=54)=[N:23][C:21]4=[N:22][C:14]([C:15]5[CH:16]=[CH:17][CH:18]=[CH:19][C:20]=54)=[N:13][C:12]=2[NH:11]3)[CH:9]=1.ClP(C1C=CC=CC=1)C1C=CC=CC=1>N1C=CC=CC=1>[CH:5]1[CH:4]=[CH:9][C:8]2[C:7](=[C:12]3[N:13]=[C:14]4[N:22]=[C:21]([C:20]5[CH:19]=[CH:18][CH:17]=[CH:16][C:15]=54)[N:23]=[C:24]4[NH:32][C:31]([C:30]5[CH:29]=[CH:28][CH:27]=[CH:26][C:25]=54)=[N:33][C:34]4=[N:43][C:41]([C:40]5[CH:39]=[CH:38][CH:37]=[CH:36][C:35]=54)=[N:42][C:10]=2[NH:11]3)[CH:6]=1 |f:0.1,^3:1|. Procedure details: Then, 5 parts of the above-obtained dihydroxysilicon phthalocyanine was dissolved in 100 parts of pyridine and 25 parts of n-tributylamine with stirring, and then 10 parts of chlorodiphenyl phosphine was added with cooling. The mixture was heated at 100° C. for 2 hours with stirring. Then, the resultant precipitate was recovered by filtration, washed with water and dried to give 4 parts of a phthalocyanine compound. This compound was analyzed for a molecular weight to show that it was a phthaloc... Reactants: C(C)(C)(C)C1=CC(=C(C=C1)C=1N([C@@H]([C@@H](N1)C1=CC=C(C=C1)Cl)C1=CC=C(C=C1)Cl)C(=O)Cl)OCC ((4S,5R)-2-(4-tert-butyl-2-ethoxy-phenyl)-4,5-bis-(4-chloro-phenyl)-4,5-dihydro-imidazole-1-carbonyl chloride), FC(C(CN1CCNCC1)O)(F)F (1,1,1-trifluoro-3-piperazin-1-yl-propan-2-ol). Product: Cl.C(C)(C)(C)C1=CC(=C(C=C1)C=1N([C@@H]([C@@H](N1)C1=CC=C(C=C1)Cl)C1=CC=C(C=C1)Cl)C(=O)N1CCN(CC1)CC(C(F)(F)F)O)OCC ([(4S,5R)-2-(4-tert-Butyl-2-ethoxy-phenyl)-4,5-bis-(4-chloro-phenyl)-4,5-dihydro-imidazol-1-yl]-[4-(3,3,3-trifluoro-2-hydroxy-propyl)-piperazin-1-yl]-methanone hydrochloride). Reaction SMILES: [C:1]([C:5]1[CH:10]=[CH:9][C:8]([C:11]2[N:12]([C:30](Cl)=[O:31])[C@H:13]([C:23]3[CH:28]=[CH:27][C:26]([Cl:29])=[CH:25][CH:24]=3)[C@H:14]([C:16]3[CH:21]=[CH:20][C:19]([Cl:22])=[CH:18][CH:17]=3)[N:15]=2)=[C:7]([O:33][CH2:34][CH3:35])[CH:6]=1)([CH3:4])([CH3:3])[CH3:2].[F:36][C:37]([F:48])([F:47])[CH:38]([OH:46])[CH2:39][N:40]1[CH2:45][CH2:44][NH:43][CH2:42][CH2:41]1>>[ClH:22].[C:1]([C:5]1[CH:10]=[CH:9][C:8]([C:11]2[N:12]([C:30]([N:43]3[CH2:44][CH2:45][N:40]([CH2:39][CH:38]([OH:46])[C:37]([F:48])([F:36])[F:47])[CH2:41][CH2:42]3)=[O:31])[C@H:13]([C:23]3[CH:24]=[CH:25][C:26]([Cl:29])=[CH:27][CH:28]=3)[C@H:14]([C:16]3[CH:21]=[CH:20][C:19]([Cl:22])=[CH:18][CH:17]=3)[N:15]=2)=[C:7]([O:33][CH2:34][CH3:35])[CH:6]=1)([CH3:4])([CH3:2])[CH3:3] |f:2.3|. Procedure: [(4S,5R)-2-(4-tert-Butyl-2-ethoxy-phenyl)-4,5-bis-(4-chloro-phenyl)-4,5-dihydro-imidazol-1-yl]-[4-(3,3,3-trifluoro-2-hydroxy-propyl)-piperazin-1-yl]-methanone hydrochloride was prepared from (4S,5R)-2-(4-tert-butyl-2-ethoxy-phenyl)-4,5-bis-(4-chloro-phenyl)-4,5-dihydro-imidazole-1-carbonyl chloride (example 11) and 1,1,1-trifluoro-3-piperazin-1-yl-propan-2-ol (example 18b) in an analogous manner as described in example 25. LR-MS: 691.4 [(M+H)+] Reactants: O=C1CCC(=O)N1Cl, COc1ccc(Cc2nc3nc(F)nc(N)c3[nH]2)cc1OC, CN(C)C=O. Yields the product COc1cc(Cl)c(Cc2nc3nc(F)nc(N)c3[nH]2)cc1OC. Reaction SMILES: [Cl:23][N:24]1[C:25](=[O:26])[CH2:27][CH2:28][C:29]1=[O:30].[F:1][c:2]1[n:3][c:4]([NH2:22])[c:5]2[nH:6][c:7]([CH2:11][c:12]3[cH:13][c:14]([O:20][CH3:21])[c:15]([O:18][CH3:19])[cH:16][cH:17]3)[n:8][c:9]2[n:10]1.[O:31]=[CH:32][N:33]([CH3:34])[CH3:35]>>[F:1][c:2]1[n:3][c:4]([NH2:22])[c:5]2[nH:6][c:7]([CH2:11][c:12]3[cH:13][c:14]([O:20][CH3:21])[c:15]([O:18][CH3:19])[cH:16][c:17]3[Cl:23])[n:8][c:9]2[n:10]1. Starting materials: BrC1=CC=C(C=C1)N1[N+](=C2C=C(C(=CC2=C1C#N)C1CC1)[N+](=O)[O-])[O-] (2-(4-bromophenyl)-5-cyclopropyl-6-nitro-2H-indazole-3-carbonitrile 1-oxide), P(Cl)(Cl)Cl (phosphorus trichloride), C(C)O (ethanol). Run in C(Cl)(Cl)Cl (chloroform). Run at temperature 60 celsius. Yields the product BrC1=CC=C(C=C1)N1N=C2C=C(C(=CC2=C1C#N)C1CC1)[N+](=O)[O-] (2-(4-bromophenyl)-5-cyclopropyl-6-nitro-2H-indazole-3-carbonitrile). Yield: 86.1%. RXN SMILES: [Br:1][C:2]1[CH:7]=[CH:6][C:5]([N:8]2[C:16]([C:17]#[N:18])=[C:15]3[C:10]([CH:11]=[C:12]([N+:22]([O-:24])=[O:23])[C:13]([CH:19]4[CH2:21][CH2:20]4)=[CH:14]3)=[N+:9]2[O-])=[CH:4][CH:3]=1.P(Cl)(Cl)Cl.C(O)C>C(Cl)(Cl)Cl>[Br:1][C:2]1[CH:7]=[CH:6][C:5]([N:8]2[C:16]([C:17]#[N:18])=[C:15]3[C:10]([CH:11]=[C:12]([N+:22]([O-:24])=[O:23])[C:13]([CH:19]4[CH2:21][CH2:20]4)=[CH:14]3)=[N:9]2)=[CH:4][CH:3]=1. Reported procedure: To a stirred solution of compound (v) (4.1 g, 0.010 mol) in chloroform (40 mL) was added phosphorus trichloride (4.1 mL, 0.047 mol) and the reaction mixture was heated to 60° C. for 1 h (monitored by TLC and LCMS). The reaction mixture was quenched in ice water and the product was extracted into DCM (2×80 mL). Concentration of solvent gave the crude product, to which was added ethanol and filtered to give 2-(4-bromophenyl)-5-cyclopropyl-6-nitro-2H-indazole-3-carbonitrile (vi) (3.3 g, 84%).